The task is: describe an organic reaction: reactants, conditions, products, and yield. This data is from the Open Reaction Database (ORD), a public repository of structured organic reaction records. The reactants are ClC1=C(C(=NC=C1)CC)C#CC=1C=CC(=NC1)N (5-(4-Chloro-2-ethyl-pyridin-3-ylethynyl)-pyridin-2-ylamine), FC(C1=NC=C(C=C1)B(O)O)(F)F (2-trifluoromethyl-pyrid-5-yl boronic acid), C(=O)([O-])[O-].[K+].[K+] (K2CO3). The reagents and catalysts are C=1C=CC(=CC1)[P](C=2C=CC=CC2)(C=3C=CC=CC3)[Pd]([P](C=4C=CC=CC4)(C=5C=CC=CC5)C=6C=CC=CC6)([P](C=7C=CC=CC7)(C=8C=CC=CC8)C=9C=CC=CC9)[P](C=1C=CC=CC1)(C=1C=CC=CC1)C=1C=CC=CC1 (Pd(PPh3)4). Solvent: COCCOC (DME), O (water). Run at temperature 150 celsius, time 120 minute. Yields the product C(C)C1=NC=CC(=C1C#CC=1C=CC(=NC1)N)C=1C=NC(=CC1)C(F)(F)F (5-(2′-Ethyl-6-trifluoromethyl-[3,4]bipyridinyl-3′-ylethynyl)-pyridin-2-ylamine). RXN SMILES: Cl[C:2]1[CH:7]=[CH:6][N:5]=[C:4]([CH2:8][CH3:9])[C:3]=1[C:10]#[C:11][C:12]1[CH:13]=[CH:14][C:15]([NH2:18])=[N:16][CH:17]=1.[F:19][C:20]([F:31])([F:30])[C:21]1[CH:26]=[CH:25][C:24](B(O)O)=[CH:23][N:22]=1.C([O-])([O-])=O.[K+].[K+]>COCCOC.O.C1C=CC([P]([Pd]([P](C2C=CC=CC=2)(C2C=CC=CC=2)C2C=CC=CC=2)([P](C2C=CC=CC=2)(C2C=CC=CC=2)C2C=CC=CC=2)[P](C2C=CC=CC=2)(C2C=CC=CC=2)C2C=CC=CC=2)(C2C=CC=CC=2)C2C=CC=CC=2)=CC=1>[CH2:8]([C:4]1[C:3]([C:10]#[C:11][C:12]2[CH:13]=[CH:14][C:15]([NH2:18])=[N:16][CH:17]=2)=[C:2]([C:24]2[CH:23]=[N:22][C:21]([C:20]([F:31])([F:30])[F:19])=[CH:26][CH:25]=2)[CH:7]=[CH:6][N:5]=1)[CH3:9] |f:2.3.4,^1:48,50,69,88|. Procedure: The title compound is synthesized according to general procedure GP3 starting from 150 mg (0.58 mmol) 5-(4-Chloro-2-ethyl-pyridin-3-ylethynyl)-pyridin-2-ylamine (A-30) using 167 mg (0.87 mmoL) 2-trifluoromethyl-pyrid-5-yl boronic acid, 4.5 mg (0.03 mmol) Pd(PPh3)4 and 154 mg (1.11 mmol) K2CO3 in a mixture of 6.0 mL DME and 1.5 mL water. The reaction mixture is stirred twice under microwave irradiation at 150° C. for 120 min. The reaction mixture is concentrated in vaccuo and the crude product is... Starting materials: C=CCOC(=O)Cl, ClCCl, CCN(C(C)C)C(C)C, Cl, CCCC(N)C(O)C(=O)NC1CC1, O. Product: C=CCOC(=O)NC(CCC)C(O)C(=O)NC1CC1. RXN SMILES: [CH2:23]([CH:24]=[CH2:25])[O:26][C:27](=[O:28])[Cl:29].[CH2:31]([Cl:32])[Cl:33].[CH:14]([N:15]([CH2:16][CH3:17])[CH:18]([CH3:19])[CH3:20])([CH3:21])[CH3:22].[ClH:30].[NH2:1][CH:2]([CH:3]([C:4](=[O:5])[NH:6][CH:7]1[CH2:8][CH2:9]1)[OH:10])[CH2:11][CH2:12][CH3:13].[OH2:34]>>[NH:1]([CH:2]([CH:3]([C:4](=[O:5])[NH:6][CH:7]1[CH2:8][CH2:9]1)[OH:10])[CH2:11][CH2:12][CH3:13])[C:27]([O:26][CH2:23][CH:24]=[CH2:25])=[O:28]. Reactants: [Al+3], CCCCCCCCCCCCOc1ccc(CO)cc1, CCCCCCOc1ccc(C(=O)OC)cc1, C1CCOC1, [H-], [H-], [H-], [H-], [Li+]. Yields the product CCCCCCOc1ccc(CO)cc1. As a reaction SMILES: [Al+3:23].[CH2:1]([CH2:2][CH2:3][CH2:4][CH2:5][CH2:6][CH2:7][CH2:8][CH2:9][CH2:10][CH2:11][CH3:12])[O:13][c:14]1[cH:15][cH:16][c:17]([CH2:18][OH:19])[cH:20][cH:21]1.[CH2:28]([O:29][c:30]1[cH:31][cH:32][c:33]([C:34]([O:35][CH3:36])=[O:37])[cH:38][cH:39]1)[CH2:40][CH2:41][CH2:42][CH2:43][CH3:44].[CH2:45]1[O:46][CH2:47][CH2:48][CH2:49]1.[H-:22].[H-:25].[H-:26].[H-:27].[Li+:24]>>[CH2:1]([CH2:2][CH2:3][CH2:4][CH2:5][CH3:6])[O:13][c:14]1[cH:15][cH:16][c:17]([CH2:18][OH:19])[cH:20][cH:21]1. Product: C(C=C)C1=CC(=C(C=C1)C1OCCO1)[SiH](C)C (2-(4-Allyldimethylsilylphenyl)1,3-dioxolane). Solvent: C1CCOC1 (THF), C1CCOC1 (THF). Procedure: To a solution of 2-(4-bromophenyl)-1,3-dioxolane (2 Scheme 18, 6.0 g, 26.2 mmol) in dried THF (200 mL) at −78° C. was added t-butyllithium (15.4 mL, 1.7 M solution in pentane, 26.2 mmol) over a period of 5 min. After 30 min of further stirring at −78° C., allylchlorodimethylsilane (3.7 g, 27.5 mmol) in THF (20 mL) was added dropwise over a period of 10 min. The reaction mixture was stirred for 1 h and warmed to room temperature. THF was removed under reduced pressure, and the residue was extract... As a reaction SMILES: Br[C:2]1[CH:7]=[CH:6][C:5]([CH:8]2[O:12][CH2:11][CH2:10][O:9]2)=[CH:4][CH:3]=1.[C:13]([Li])([CH3:16])(C)[CH3:14].[CH2:18]([Si:21](Cl)(C)[CH3:22])C=C>C1COCC1>[CH2:14]([C:2]1[CH:7]=[CH:6][C:5]([CH:8]2[O:12][CH2:11][CH2:10][O:9]2)=[C:4]([SiH:21]([CH3:22])[CH3:18])[CH:3]=1)[CH:13]=[CH2:16]. Run at temperature -78 celsius, time 30 minute. Reactants: BrC1=CC=C(C=C1)C1OCCO1 (2-(4-Bromophenyl)-1,3-dioxolane), C(C)(C)(C)[Li] (t-butyllithium), C(C=C)[Si](C)(C)Cl (allylchlorodimethylsilane). Yield: 83.0%. The reactants are O.[OH-].[Li+] (lithium hydroxide monohydrate), ClC1=C(C(=CC=2OC(OC21)C(=O)OCC)C=O)Cl (ethyl 4,5-dichloro-6-formyl-1,3-benzodioxole-2-carboxylate), C(C)(C)OC(C)C (Isopropyl ether). Solvent: CO (methanol). Reaction conditions: time 4 hour. Yields the product ClC1=C(C(=CC=2OC(OC21)C(=O)[O-])C=O)Cl.[Li+] (lithium 4,5-dichloro-6-formyl-1,3-benzodioxole-2-carboxylate). Yield: 100.2%. RXN SMILES: O.[OH-].[Li+:3].[Cl:4][C:5]1[C:13]2[O:12][CH:11]([C:14]([O:16]CC)=[O:15])[O:10][C:9]=2[CH:8]=[C:7]([CH:19]=[O:20])[C:6]=1[Cl:21].C(OC(C)C)(C)C>CO>[Cl:4][C:5]1[C:13]2[O:12][CH:11]([C:14]([O-:16])=[O:15])[O:10][C:9]=2[CH:8]=[C:7]([CH:19]=[O:20])[C:6]=1[Cl:21].[Li+:3] |f:0.1.2,6.7|. Reported procedure: 1.03 g of lithium hydroxide monohydrate are added to a solution of 7.0 g of ethyl 4,5-dichloro-6-formyl-1,3-benzodioxole-2-carboxylate in methanol under ice-cooling and the mixture is stirred at room temperature for 4 hours. Isopropyl ether is added to the reaction mixture and the resultant powdery materials are collected by filtration to give 6.48 g of lithium 4,5-dichloro-6-formyl-1,3-benzodioxole-2-carboxylate.